This data is from the Open Reaction Database (ORD), a public repository of structured organic reaction records. The task is: describe an organic reaction: reactants, conditions, products, and yield Reactants: C(C1=CC=CC=C1)N1CCC(CC1)C=1OC(=C(N1)C)C (1-benzyl-4-(4,5-dimethyl-oxazol-2-yl)-piperidine), [H][H] (hydrogen). Reagents/catalysts: [Pd] (palladium charcoal). The product is CC=1N=C(OC1C)C1CCNCC1 (4-(4,5-Dimethyl-oxazol-2-yl)-piperidine). Isolated yield 111.5%. RXN SMILES: C([N:8]1[CH2:13][CH2:12][CH:11]([C:14]2[O:15][C:16]([CH3:20])=[C:17]([CH3:19])[N:18]=2)[CH2:10][CH2:9]1)C1C=CC=CC=1.[H][H]>[Pd]>[CH3:19][C:17]1[N:18]=[C:14]([CH:11]2[CH2:12][CH2:13][NH:8][CH2:9][CH2:10]2)[O:15][C:16]=1[CH3:20]. Procedure: 1.48 g 1-benzyl-4-(4,5-dimethyl-oxazol-2-yl)-piperidine were stirred at RT for 28 h under 50 psi hydrogen atmosphere and 150 mg palladium charcoal. The mixture was filtered and evaporated to give 1.1 g of the desired product. Reactants: O=O (oxygen), C1(CCCC2=CC=CC=C12)NC(C)=O (N-(1,2,3,4-tetrahydro-1-naphthyl)-acetamide), cobaltous acetate tetrahydrate, Br (hydrobromic acid). The solvent is C(C)(=O)O (acetic acid), C(C(C)C)C(=O)C (methyl isobutyl ketone), C(C)(=O)O (acetic acid). Reaction conditions: temperature 62 celsius, time 17 hour. Product: O=C1CCC(C2=CC=CC=C12)NC(C)=O (N-(1,2,3,4-tetrahydro-4-oxo-1-naphthyl)acetamide). RXN SMILES: [CH:1]1([NH:11][C:12](=[O:14])[CH3:13])[C:10]2[C:5](=[CH:6][CH:7]=[CH:8][CH:9]=2)[CH2:4][CH2:3][CH2:2]1.Br.[O:16]=O>C(O)(=O)C.C(C(C)=O)C(C)C>[O:16]=[C:4]1[C:5]2[C:10](=[CH:9][CH:8]=[CH:7][CH:6]=2)[CH:1]([NH:11][C:12](=[O:14])[CH3:13])[CH2:2][CH2:3]1. Procedure: A mixture of N-(1,2,3,4-tetrahydro-1-naphthyl)-acetamide (30 g), cobaltous acetate tetrahydrate (13.12 g), 30% hydrobromic acid in acetic acid (4.28 g), methyl isobutyl ketone (400 ml) and acetic acid (100 ml) is stirred and oxygen is introduced via a capillary gas dispersion tube. The mixture is heated gradually to 62° C. and the reaction is run 17 hours at 62° C. The reaction mixture is then cooled, the oxygen flow terminated and water (500 ml) is added. The mixture is extracted with chlorofor... Reactants: C(=O)(OC(C)(C)C)N1[C@H](CCC[C@@H]1C)C=CCCC (trans-N-Boc-2-(1-pentenyl)-6-methylpiperidine). The solvent is FC(C(=O)O)(F)F (trifloroacetic acid), ClCCl (dichloromethane). The product is C(=CCCC)[C@@H]1N[C@H](CCC1)C (trans-2-(1-pentenyl)-6-methylpiperidine). As a reaction SMILES: C([N:8]1[C@@H:13]([CH3:14])[CH2:12][CH2:11][CH2:10][C@@H:9]1[CH:15]=[CH:16][CH2:17][CH2:18][CH3:19])(OC(C)(C)C)=O>FC(F)(F)C(O)=O.ClCCl>[CH:15]([C@H:9]1[CH2:10][CH2:11][CH2:12][C@H:13]([CH3:14])[NH:8]1)=[CH:16][CH2:17][CH2:18][CH3:19]. Procedure: To a stirred solution of trans-N-Boc-2-(1-pentenyl)-6-methylpiperidine (2.5 g, 9.35 mmol) in 15% trifloroacetic acid (35 mL) in dichloromethane was stirred for 2 h at room temperature, and the reaction mixture was quenched with 90 mL saturated NaHCO3 solution. The mixture was extracted with ether *5 and the combined extracts were dried over K2CO3 and then concentrated to give trans-2-(1-pentenyl)-6-methylpiperidine as an oil. The crude oil was immediately dissolved in a small amount of ether, an... Reactants: ClC1=CC=CC2=C1N=C(S2)C=2C(=NC(=NC2OC)N2CCOCC2)N[C@H]2CN(CCC2)C(=O)OC(C)(C)C (tert-Butyl (3R)-3-[[5-(4-chloro-1,3-benzothiazol-2-yl)-6-methoxy-2-(morpholin-4-yl)pyrimidin-4-yl]amino]piperidine-1-carboxylate), C1(C(CCCC1)N)N (cyclohexane-1,2-diamine), NaOBu-t, O-biphenyl(t-Bu)2P. The reagents and catalysts are C=1C=CC(=CC1)/C=C/C(=O)/C=C/C2=CC=CC=C2.C=1C=CC(=CC1)/C=C/C(=O)/C=C/C2=CC=CC=C2.C=1C=CC(=CC1)/C=C/C(=O)/C=C/C2=CC=CC=C2.[Pd].[Pd] (tris(dibenzylideneacetone)dipalladium). Run in C1(=CC=CC=C1)C (toluene), O1CCOCC1 (dioxane). The product is NC1C(CCCC1)NC1=CC=CC2=C1N=C(S2)C=2C(=NC(=NC2OC)N2CCOCC2)N[C@H]2CN(CCC2)C(=O)OC(C)(C)C (tert-butyl (3R)-3-[(5-[4-[(2-aminocyclohexyl)amino]-1,3-benzothiazol-2-yl]-6-methoxy-2-(morpholin-4-yl)pyrimidin-4-yl)amino]piperidine-1-carboxylate). Reaction SMILES: Cl[C:2]1[C:7]2[N:8]=[C:9]([C:11]3[C:12]([NH:25][C@@H:26]4[CH2:31][CH2:30][CH2:29][N:28]([C:32]([O:34][C:35]([CH3:38])([CH3:37])[CH3:36])=[O:33])[CH2:27]4)=[N:13][C:14]([N:19]4[CH2:24][CH2:23][O:22][CH2:21][CH2:20]4)=[N:15][C:16]=3[O:17][CH3:18])[S:10][C:6]=2[CH:5]=[CH:4][CH:3]=1.[CH:39]1([NH2:46])[CH2:44][CH2:43][CH2:42][CH2:41][CH:40]1[NH2:45]>C1(C)C=CC=CC=1.O1CCOCC1.C1C=CC(/C=C/C(/C=C/C2C=CC=CC=2)=O)=CC=1.C1C=CC(/C=C/C(/C=C/C2C=CC=CC=2)=O)=CC=1.C1C=CC(/C=C/C(/C=C/C2C=CC=CC=2)=O)=CC=1.[Pd].[Pd]>[NH2:45][CH:40]1[CH2:41][CH2:42][CH2:43][CH2:44][CH:39]1[NH:46][C:2]1[C:7]2[N:8]=[C:9]([C:11]3[C:12]([NH:25][C@@H:26]4[CH2:31][CH2:30][CH2:29][N:28]([C:32]([O:34][C:35]([CH3:38])([CH3:37])[CH3:36])=[O:33])[CH2:27]4)=[N:13][C:14]([N:19]4[CH2:24][CH2:23][O:22][CH2:21][CH2:20]4)=[N:15][C:16]=3[O:17][CH3:18])[S:10][C:6]=2[CH:5]=[CH:4][CH:3]=1 |f:4.5.6.7.8|. Procedure: tert-Butyl (3R)-3-[[5-(4-chloro-1,3-benzothiazol-2-yl)-6-methoxy-2-(morpholin-4-yl)pyrimidin-4-yl]amino]piperidine-1-carboxylate (200 mg, 0.36 mmol, 1.00 equiv), cyclohexane-1,2-diamine (112.9 mg, 0.99 mmol, 3.00 equiv), NaOBu-t (63.4 mg, 0.66 mmol, 2.00 equiv), tris(dibenzylideneacetone)dipalladium (30.2 mg, 0.03 mmol, 0.10 equiv) and O-biphenyl(t-Bu)2P (11.8 mg, 0.04 mmol, 0.12 equiv) in toluene (12.0 mL) were dissolved in dioxane (2 mL) and heated to reflux for 18 h. The mixture was cooled to... Reactants: FC1=C(C=CC=2C3=CC=C(C(=C3C=CC12)F)OCCCCCCCC)OCCCCCCCC (1,8-difluoro-2,7-dioctyloxyphenanthrene). The reagents and catalysts are [Pd] (Pd/C). Solvent: C1CCOC1 (THF). Yields the product FC1=C(C=CC=2C3=CC=C(C(=C3CCC12)F)OCCCCCCCC)OCCCCCCCC (1,8-difluoro-2,7-dioctyloxy-9,10-dihydrophenanthrene). Isolated yield 56.9%. RXN SMILES: [F:1][C:2]1[C:15]2[CH:14]=[CH:13][C:12]3[C:7](=[CH:8][CH:9]=[C:10]([O:17][CH2:18][CH2:19][CH2:20][CH2:21][CH2:22][CH2:23][CH2:24][CH3:25])[C:11]=3[F:16])[C:6]=2[CH:5]=[CH:4][C:3]=1[O:26][CH2:27][CH2:28][CH2:29][CH2:30][CH2:31][CH2:32][CH2:33][CH3:34]>C1COCC1.[Pd]>[F:1][C:2]1[C:15]2[CH2:14][CH2:13][C:12]3[C:7](=[CH:8][CH:9]=[C:10]([O:17][CH2:18][CH2:19][CH2:20][CH2:21][CH2:22][CH2:23][CH2:24][CH3:25])[C:11]=3[F:16])[C:6]=2[CH:5]=[CH:4][C:3]=1[O:26][CH2:27][CH2:28][CH2:29][CH2:30][CH2:31][CH2:32][CH2:33][CH3:34]. Procedure details: A solution of 0.7 g of 1,8-difluoro-2,7-dioctyloxyphenanthrene in 50 ml of THF hydrogenated at atmospheric pressure at 20° C. with addition of 0.1 g of Pd/C (5% by weight). The catalyst is filtered off, the solvent is removed by vacuum distillation, and the residue is chromatographed on silica gel using dichloromethane. Recrystallization from acetonitrile gives 0.4 g of 1,8-difluoro-2,7-dioctyloxy-9,10-dihydrophenanthrene. Starting materials: O=C([O-])O, CCS(=O)(=O)Cl, CCOC(C)=O, O=C(O)C(F)(F)F, NCc1cccc(-c2nc(=O)c3ccccc3s2)n1, [Na+], O. Yields the product CCS(=O)(=O)NCc1cccc(-c2nc(=O)c3ccccc3s2)n1. Reaction SMILES: [C:33](=[O:34])([O-:35])[OH:36].[CH2:27]([CH3:28])[S:29](=[O:30])(=[O:31])[Cl:32].[CH3:38][CH2:39][O:40][C:41](=[O:42])[CH3:43].[F:1][C:2]([F:3])([F:4])[C:5]([OH:6])=[O:7].[NH2:8][CH2:9][c:10]1[cH:11][cH:12][cH:13][c:14](-[c:16]2[s:17][c:18]3[c:19]([c:20](=[O:22])[n:21]2)[cH:23][cH:24][cH:25][cH:26]3)[n:15]1.[Na+:37].[OH2:44]>>[NH:8]([CH2:9][c:10]1[cH:11][cH:12][cH:13][c:14](-[c:16]2[s:17][c:18]3[c:19]([c:20](=[O:22])[n:21]2)[cH:23][cH:24][cH:25][cH:26]3)[n:15]1)[S:29]([CH2:27][CH3:28])(=[O:30])=[O:31]. Reactants: CC1=CC=C(CNCC(C2=CC(=C(C=C2)OC)OC)O)C=C1 (α-[[(4-methylbenzyl)amino]methyl]-3,4-dimethoxybenzyl alcohol), S(O)(O)(=O)=O (sulfuric acid). Run in FC(C(=O)O)(F)F (trifluoroacetic acid). The product is COC=1C=C(C=CC1OC)C1CNCC2=CC=C(C=C12)C (4-(3,4-dimethoxyphenyl)-6-methyl-1,2,3,4-tetrahydroisoquinoline). Isolated yield 98.3%. As a reaction SMILES: [CH3:1][C:2]1[CH:22]=[CH:21][C:5]([CH2:6][NH:7][CH2:8][CH:9](O)[C:10]2[CH:15]=[CH:14][C:13]([O:16][CH3:17])=[C:12]([O:18][CH3:19])[CH:11]=2)=[CH:4][CH:3]=1.S(=O)(=O)(O)O>FC(F)(F)C(O)=O>[CH3:19][O:18][C:12]1[CH:11]=[C:10]([CH:9]2[C:21]3[C:5](=[CH:4][CH:3]=[C:2]([CH3:1])[CH:22]=3)[CH2:6][NH:7][CH2:8]2)[CH:15]=[CH:14][C:13]=1[O:16][CH3:17]. Procedure: 530 mg of α-[[(4-methylbenzyl)amino]methyl]-3,4-dimethoxybenzyl alcohol was dissolved in 4 ml of trifluoroacetic acid, and after adding thereto 0.12 ml of conc. sulfuric acid under ice cooling, the mixture was allowed to react for 30 minutes. The reaction solution was concentrated, and subjected to azeotropic distillation with toluene 2 times. After adding chloroform, the mixture was basified by addition of 28% aqueous ammonia, by a separating procedure, the chloroform layer was collected, was w... Yields the product ClC1=CC=C(C(=O)C2CCN(CC2)CC[C@@H]2CC[C@H](CC2)NC(C2=CC=C(C=C2)N2CCOCC2)=O)C=C1 (N-(trans-4-{2-[4-(4-Chloro-benzoyl)-piperidin-1-yl]-ethyl}-cyclohexyl)-4-morpholin-4-yl-benzamide). Reaction SMILES: Cl.Cl.[NH2:3][C@H:4]1[CH2:9][CH2:8][C@H:7]([CH2:10][CH2:11][N:12]2[CH2:17][CH2:16][CH:15]([C:18]([C:20]3[CH:25]=[CH:24][C:23]([Cl:26])=[CH:22][CH:21]=3)=[O:19])[CH2:14][CH2:13]2)[CH2:6][CH2:5]1.[N:27]1([C:33]2[CH:41]=[CH:40][C:36]([C:37](O)=[O:38])=[CH:35][CH:34]=2)[CH2:32][CH2:31][O:30][CH2:29][CH2:28]1>>[Cl:26][C:23]1[CH:24]=[CH:25][C:20]([C:18]([CH:15]2[CH2:14][CH2:13][N:12]([CH2:11][CH2:10][C@H:7]3[CH2:8][CH2:9][C@H:4]([NH:3][C:37](=[O:38])[C:36]4[CH:35]=[CH:34][C:33]([N:27]5[CH2:32][CH2:31][O:30][CH2:29][CH2:28]5)=[CH:41][CH:40]=4)[CH2:5][CH2:6]3)[CH2:17][CH2:16]2)=[O:19])=[CH:21][CH:22]=1 |f:0.1.2|. Procedure details: From {1-[2-(trans-4-amino-cyclohexyl)-ethyl]-piperidin-4-yl}-(4-chloro-phenyl)-methanone dihydrochloride (100 mg) and 4-morpholin-4-yl-benzoic acid. Yield: 56 mg (40%). MS (m/z): 538.5([M+H]+). Starting materials: Cl.Cl.N[C@@H]1CC[C@H](CC1)CCN1CCC(CC1)C(=O)C1=CC=C(C=C1)Cl ({1-[2-(trans-4-amino-cyclohexyl)-ethyl]-piperidin-4-yl}-(4-chloro-phenyl)-methanone dihydrochloride), N1(CCOCC1)C1=CC=C(C(=O)O)C=C1 (4-morpholin-4-yl-benzoic acid). Reactants: FC1=C(C(=O)N)C(=CC=C1)F (2,6-difluorobenzamide), C(C(=O)Cl)(=O)Cl (oxalyl chloride), Cl (hydrochloric acid). Run in C(Cl)Cl (methylene chloride). Reaction conditions: time 8 hour. Yields the product FC1=C(C(=O)N=C=O)C(=CC=C1)F (2,6-Difluorobenzoylisocyanate). RXN SMILES: [F:1][C:2]1[CH:10]=[CH:9][CH:8]=[C:7]([F:11])[C:3]=1[C:4]([NH2:6])=[O:5].C(Cl)(=O)[C:13](Cl)=[O:14].Cl>C(Cl)Cl>[F:1][C:2]1[CH:10]=[CH:9][CH:8]=[C:7]([F:11])[C:3]=1[C:4]([N:6]=[C:13]=[O:14])=[O:5]. Procedure details: 36.1 g (0.23 mol) of 2,6-difluorobenzamide are suspended in 360 ml of methylene chloride, and 53.7 g (0.42 mol) of oxalyl chloride are then added dropwise in the course of 20 minutes. After the release of hydrochloric acid has finished, the mixture is well stirred overnight under reflux. The solvent is subsequently distilled off, and the residue is distilled through a 10 cm Vigreux column at about 80° C./0.3 mm; yield 37.4 g (89%) of a slightly yellow liquid.